This data is from the Open Reaction Database (ORD), a public repository of structured organic reaction records. The task is: describe an organic reaction: reactants, conditions, products, and yield Reactants: BrB(Br)Br, COc1cccc2c(Cl)c(C)c(C)nc12, ClCCl. Yields the product Cc1nc2c(O)cccc2c(Cl)c1C. RXN SMILES: [B:16]([Br:17])([Br:18])[Br:19].[Cl:1][c:2]1[c:3]([CH3:15])[c:4]([CH3:14])[n:5][c:6]2[c:7]([O:12][CH3:13])[cH:8][cH:9][cH:10][c:11]12.[Cl:20][CH2:21][Cl:22]>>[Cl:1][c:2]1[c:3]([CH3:15])[c:4]([CH3:14])[n:5][c:6]2[c:7]([OH:12])[cH:8][cH:9][cH:10][c:11]12. The reactants are C(C)OC(NCCC1=CC(=C(C=C1)C(F)(F)F)F)=O ([2-(3-Fluoro-4-trifluoromethyl-phenyl)-ethyl]-carbamic acid ethyl ester), O=P12OP3(=O)OP(=O)(O1)OP(=O)(O2)O3 (P2O5), O=P(Cl)(Cl)Cl (POCl3). Run at temperature 110 celsius. Product: FC=1C(=CC=C2CCNC(C12)=O)C(F)(F)F (8-Fluoro-7-trifluoromethyl-3,4-dihydro-2H-isoquinolin-1-one). The yield is 27.9%. Reaction SMILES: C([O:3][C:4](=O)[NH:5][CH2:6][CH2:7][C:8]1[CH:13]=[CH:12][C:11]([C:14]([F:17])([F:16])[F:15])=[C:10]([F:18])[CH:9]=1)C.O=P12OP3(OP(OP(O3)(O1)=O)(=O)O2)=O.O=P(Cl)(Cl)Cl>>[F:18][C:10]1[C:11]([C:14]([F:17])([F:16])[F:15])=[CH:12][CH:13]=[C:8]2[C:9]=1[C:4](=[O:3])[NH:5][CH2:6][CH2:7]2. Procedure details: [2-(3-Fluoro-4-trifluoromethyl-phenyl)-ethyl]-carbamic acid ethyl ester (I-47c: 1.5 g, 5.376 mmol) was reacted with P2O5 (1.52 g, 10.75 mmol) and POCl3 (15 mL). The resulting mixture was refluxed for 1 hour at 110° C. to afford the crude product. Purification by column chromatography on silica gel (50% ethylacetate in hexane) afforded 350 mg of the product (27.97% yield). Starting materials: C(C)I (ethyl iodide), OC(C(=O)O)(C(C)C)C1=CC=CC=C1 (2-hydroxy-3-methyl-2-phenylbutanoic acid), OC(C(=O)O)(C(C)C)C1=CC=CC=C1 (2-hydroxy-3-methyl-2-phenylbutanoic acid), [OH-].[K+] (potassium hydroxide), Cl (hydrochloric acid). Run in O (water), CS(=O)C (dimethyl sulfoxide). Run at time 1 hour. The product is C(C)OC(C(=O)O)(C(C)C)C1=CC=CC=C1 (2-ethoxy-3-methyl-2-phenylbutanoic acid). The yield is 78.7%. Reaction SMILES: [OH:1][C:2]([C:9]1[CH:14]=[CH:13][CH:12]=[CH:11][CH:10]=1)([CH:6]([CH3:8])[CH3:7])[C:3]([OH:5])=[O:4].[OH-].[K+].[CH2:17](I)[CH3:18].Cl>CS(C)=O.O>[CH2:17]([O:1][C:2]([C:9]1[CH:14]=[CH:13][CH:12]=[CH:11][CH:10]=1)([CH:6]([CH3:8])[CH3:7])[C:3]([OH:5])=[O:4])[CH3:18] |f:1.2|. Procedure details: To a solution of 2-hydroxy-3-methyl-2-phenylbutanoic acid (Compound (5), 30.0 g) in dimethyl sulfoxide (250 ml) was added 85% powdered potassium hydroxide (60 g) and the mixed solution was stirred for one hour. Under ice cooling, ethyl iodide (55 ml) was added and the resulting mixture was stirred at room temperature for 3 days. After the addition of water (100 ml), the resulting mixture was stirred at 80° C. for 6 hours. The reaction mixture was acidified with 1N hydrochloric acid, followed by ... Starting materials: N(=O)OCC(C)C (isobutyl nitrite), solution, Cl (hydrochloric acid), CN1C(COCC1)=O (4-methyltetrahydro-1,4-oxazin-3-one), resultant mixture, CC(C)([O-])C.[K+] (potassium t-butoxide). Run in O1CCCC1 (tetrahydrofuran), C(C)O (ethanol), O1CCCC1 (tetrahydrofuran), O1CCCC1 (tetrahydrofuran). The product is N(O)=C1OCCN(C1=O)C (2-Oximino-4-methyltetrahydro-1,4-oxazin-3-one). RXN SMILES: [CH3:1][N:2]1[CH2:7][CH2:6][O:5][CH2:4][C:3]1=[O:8].CC(C)([O-])C.[K+].[N:15](OCC(C)C)=[O:16].Cl>O1CCCC1.C(O)C>[N:15](=[C:4]1[C:3](=[O:8])[N:2]([CH3:1])[CH2:7][CH2:6][O:5]1)[OH:16] |f:1.2|. Reported procedure: While maintaining the temperature near -55°, a solution of 11.5 grams of 4-methyltetrahydro-1,4-oxazin-3-one dissolved in 100 ml of anhydrous tetrahydrofuran was added over a period of twenty minutes to a slurry of 14.6 grams of potassium t-butoxide in 100 ml of tetrahydrofuran vigorously stirring under a nitrogen atmosphere. After equilibrating the resultant mixture for 30 minutes at -60°, a solution of 11.4 grams of isobutyl nitrite in 50 ml of tetrahydrofuran was added over 15 minutes while m... As a reaction SMILES: [Al+3:39].[C:44](=[O:45])([O-:46])[OH:47].[CH3:1][N:2]([CH:3]([C:4](=[O:5])[N:6]([CH3:7])[O:8][CH3:9])[CH2:10][S:11][C:12]([c:13]1[cH:14][cH:15][cH:16][cH:17][cH:18]1)([c:19]1[cH:20][cH:21][cH:22][cH:23][cH:24]1)[c:25]1[cH:26][cH:27][cH:28][cH:29][cH:30]1)[C:31](=[O:32])[O:33][C:34]([CH3:35])([CH3:36])[CH3:37].[CH3:49][CH2:50][O:51][CH2:52][CH3:53].[H-:38].[H-:41].[H-:42].[H-:43].[Li+:40].[Na+:48].[OH2:54]>>[CH3:1][N:2]([CH:3]([CH:4]=[O:5])[CH2:10][S:11][C:12]([c:13]1[cH:14][cH:15][cH:16][cH:17][cH:18]1)([c:19]1[cH:20][cH:21][cH:22][cH:23][cH:24]1)[c:25]1[cH:26][cH:27][cH:28][cH:29][cH:30]1)[C:31](=[O:32])[O:33][C:34]([CH3:35])([CH3:36])[CH3:37]. Yields the product CN(C(=O)OC(C)(C)C)C(C=O)CSC(c1ccccc1)(c1ccccc1)c1ccccc1. Starting materials: [Al+3], O=C([O-])O, CON(C)C(=O)C(CSC(c1ccccc1)(c1ccccc1)c1ccccc1)N(C)C(=O)OC(C)(C)C, CCOCC, [H-], [H-], [H-], [H-], [Li+], [Na+], O. Yields the product BrC1=C(C=CC(=C1)CS(=O)(=O)CC)OCC(F)(F)F (2-bromo-4-(ethylsulfonylmethyl)-1-(2,2,2-trifluoroethoxyl)benzene). Run in C(Cl)Cl (DCM). Isolated yield 91.0%. The reactants are BrC1=C(C=CC(=C1)CSCC)OCC(F)(F)F (2-bromo-4-(ethylsulfanylmethyl)-1-(2,2,2-trifluoroethoxyl)benzene), C1=CC(=CC(=C1)Cl)C(=O)OO (MCPBA), [O-]S(=O)[O-].[Na+].[Na+] (Na2SO3). Conditions: temperature 25 celsius, time 12 hour. As a reaction SMILES: [Br:1][C:2]1[CH:7]=[C:6]([CH2:8]SCC)[CH:5]=[CH:4][C:3]=1[O:12][CH2:13][C:14]([F:17])([F:16])[F:15].[CH:18]1C=C(Cl)C=C(C(OO)=O)[CH:19]=1.[O-:29][S:30]([O-:32])=O.[Na+].[Na+]>C(Cl)Cl>[Br:1][C:2]1[CH:7]=[C:6]([CH2:8][S:30]([CH2:18][CH3:19])(=[O:32])=[O:29])[CH:5]=[CH:4][C:3]=1[O:12][CH2:13][C:14]([F:15])([F:17])[F:16] |f:2.3.4|. Reported procedure: To a solution of the title compound from Step 4 (2.10 g, 6.38 mmol) in DCM (210 mL) was added MCPBA (4.41 g, 25.53 mmol) in several portions. The mixture was stirred at 25° C. for 12 hrs. The reaction was poured into sat. aq. Na2SO3 (100 mL) and extracted with DCM (80 mL×3). The combined organic layers were washed with sat. NaHCO3 (100 mL×2) and brine (100 mL), dried over anhydrous Na2SO4, filtered and concentrated under reduced pressure. The residue was purified by silica gel chromatography (PE... The reactants are CCOC(=O)C(=O)Nc1cc(-c2ccc(-c3cccc4c3oc3ccccc34)cc2)cn(Cc2ccccc2)c1=O, C1COCCO1, Cl, [Na+], [OH-]. Yields the product O=C(O)C(=O)Nc1cc(-c2ccc(-c3cccc4c3oc3ccccc34)cc2)cn(Cc2ccccc2)c1=O. RXN SMILES: [CH2:1]([CH3:2])[O:3][C:4]([C:5](=[O:6])[NH:7][c:8]1[c:9](=[O:40])[n:10]([CH2:33][c:34]2[cH:35][cH:36][cH:37][cH:38][cH:39]2)[cH:11][c:12](-[c:14]2[cH:15][cH:16][c:17](-[c:20]3[cH:21][cH:22][cH:23][c:24]4[c:25]3[o:26][c:27]3[c:28]4[cH:29][cH:30][cH:31][cH:32]3)[cH:18][cH:19]2)[cH:13]1)=[O:41].[CH2:45]1[O:46][CH2:47][CH2:48][O:49][CH2:50]1.[ClH:44].[Na+:43].[OH-:42]>>[O:3]=[C:4]([C:5](=[O:6])[NH:7][c:8]1[c:9](=[O:40])[n:10]([CH2:33][c:34]2[cH:35][cH:36][cH:37][cH:38][cH:39]2)[cH:11][c:12](-[c:14]2[cH:15][cH:16][c:17](-[c:20]3[cH:21][cH:22][cH:23][c:24]4[c:25]3[o:26][c:27]3[c:28]4[cH:29][cH:30][cH:31][cH:32]3)[cH:18][cH:19]2)[cH:13]1)[OH:41]. Starting materials: ClC1=CC=C(C=C1)C1=C(C=NN1C1=CC=CC=C1)CC1SCCN1 (5-p-chlorophenyl-1-phenyl-4-(thiazolidin-2-yl-methyl)-pyrazole), C(C)(=O)OC(C)=O (acetic anhydride). Solvent: N1=CC=CC=C1 (pyridine). Run at time 3 hour. Yields the product C(C)(=O)N1C(SCC1)CC=1C=NN(C1C1=CC=C(C=C1)Cl)C1=CC=CC=C1 (4-(3-Acetylthiazolidin-2-yl-methyl)-5-p-chlorophenyl-1-phenylpyrazole). As a reaction SMILES: [Cl:1][C:2]1[CH:7]=[CH:6][C:5]([C:8]2[N:12]([C:13]3[CH:18]=[CH:17][CH:16]=[CH:15][CH:14]=3)[N:11]=[CH:10][C:9]=2[CH2:19][CH:20]2[NH:24][CH2:23][CH2:22][S:21]2)=[CH:4][CH:3]=1.[C:25](OC(=O)C)(=[O:27])[CH3:26]>N1C=CC=CC=1>[C:25]([N:24]1[CH2:23][CH2:22][S:21][CH:20]1[CH2:19][C:9]1[CH:10]=[N:11][N:12]([C:13]2[CH:14]=[CH:15][CH:16]=[CH:17][CH:18]=2)[C:8]=1[C:5]1[CH:4]=[CH:3][C:2]([Cl:1])=[CH:7][CH:6]=1)(=[O:27])[CH3:26]. Procedure details: A mixture of 3.56 g of 5-p-chlorophenyl-1-phenyl-4-(thiazolidin-2-yl-methyl)-pyrazole and 55 ml of acetic anhydride is boiled for 3 hours. 55 ml of pyridine is then added and the mixture is heated for a further 5 hours at 50° and subjected to the customary working up. 4-(3-Acetylthiazolidin-2-yl-methyl)-5-p-chlorophenyl-1-phenylpyrazole is obtained; m.p. 121°-122°. Reactants: C(#N)C1=C(C=CC=C1)C1=CC=C(C=C1)CN1C(=NC(=C1CO)Cl)CCCC (1-[(2'-Cyanobiphenyl-4-yl)methyl]-2-butyl-4-chloro-5-hydroxymethylimidazole), C[Sn](C)(C)N=[N+]=[N-] (trimethyl tin azide), xylenes. Reaction conditions: temperature 115 celsius, time 41 hour. The product is C[Sn](C)(C)N1N=NN=C1C1=C(C=CC=C1)C1=CC=C(C=C1)CN1C(=NC(=C1CO)Cl)CCCC (1-[(2'-(Trimethylstannyltetrazol-5-yl)biphenyl-4-yl)methyl]-2-butyl-4-chloro-5-hydroxymethylimidazole). As a reaction SMILES: [C:1]([C:3]1[CH:8]=[CH:7][CH:6]=[CH:5][C:4]=1[C:9]1[CH:14]=[CH:13][C:12]([CH2:15][N:16]2[C:20]([CH2:21][OH:22])=[C:19]([Cl:23])[N:18]=[C:17]2[CH2:24][CH2:25][CH2:26][CH3:27])=[CH:11][CH:10]=1)#[N:2].[CH3:28][Sn:29]([N:32]=[N+:33]=[N-:34])([CH3:31])[CH3:30]>>[CH3:28][Sn:29]([N:32]1[C:1]([C:3]2[CH:8]=[CH:7][CH:6]=[CH:5][C:4]=2[C:9]2[CH:10]=[CH:11][C:12]([CH2:15][N:16]3[C:20]([CH2:21][OH:22])=[C:19]([Cl:23])[N:18]=[C:17]3[CH2:24][CH2:25][CH2:26][CH3:27])=[CH:13][CH:14]=2)=[N:2][N:34]=[N:33]1)([CH3:31])[CH3:30]. Reported procedure: 1-[(2'-Cyanobiphenyl-4-yl)methyl]-2-butyl-4-chloro-5-hydroxymethylimidazole (766 g), trimethyl tin azide (766 g) and xylenes (7.90 L) were charged to a 12 liter round-bottomed flask equipped with mechanical stirrer, condenser with N2 inlet and thermometer contained in a heating mantle. The slurry was heated to 115° C., giving a clear solution, and held for 41 hours. The resulting slurry was cooled to room temperature and the crude product isolated by vacuum filtration, washed with toluene (800 m...